From a dataset of the Open Reaction Database (ORD), a public repository of structured organic reaction records. describe an organic reaction: reactants, conditions, products, and yield Reactants: COC1=C(C=O)C=CC(=C1C)OC (2,4-dimethoxy 3-methyl benzaldehyde), [Cl-].[Be+2].[Cl-] (beryllium chloride), Cl (HCl). The solvent is C1(=CC=CC=C1)C (toluene). Yields the product OC1=C(C=O)C=CC(=C1C)OC (2-hydroxy-4-methoxy-3-methylbenzaldehyde). The yield is 98.4%. RXN SMILES: C[O:2][C:3]1[C:10]([CH3:11])=[C:9]([O:12][CH3:13])[CH:8]=[CH:7][C:4]=1[CH:5]=[O:6].[Cl-].[Be+2].[Cl-].Cl>C1(C)C=CC=CC=1>[OH:2][C:3]1[C:10]([CH3:11])=[C:9]([O:12][CH3:13])[CH:8]=[CH:7][C:4]=1[CH:5]=[O:6] |f:1.2.3|. Procedure: A mixture of 2,4-dimethoxy 3-methyl benzaldehyde (3.75 g, 20.8 mmole) and beryllium chloride (5.0 g, 62.5 mmole) in anhydrous toluene (50 mL) was heated to reflux for 3.5 hour. The solvent was evaporated under reduced pressure to yield an orange residue, which was treated with 2 N HCl. The compound was extracted with methylene chloride and the organic layer was dried over anhydrous MgSO4. The filtrate was evaporated and dried in vacuo to give an orange solid (3.4 g, 99%): LCMS m/z 168.05 (M+H). ... The reactants are CC(C)(C)OC(=O)NC1CCC(N)CC1, C=O, CC(C)=O, CO. The product is CC(C)N(C)C1CCC(NC(=O)OC(C)(C)C)CC1. As a reaction SMILES: [C:1]([CH3:2])([CH3:3])([CH3:4])[O:5][C:6]([NH:7][CH:8]1[CH2:9][CH2:10][CH:11]([NH2:14])[CH2:12][CH2:13]1)=[O:15].[CH2:20]=[O:21].[CH3:16][C:17]([CH3:18])=[O:19].[CH3:22][OH:23]>>[C:1]([CH3:2])([CH3:3])([CH3:4])[O:5][C:6]([NH:7][CH:8]1[CH2:9][CH2:10][CH:11]([N:14]([CH:17]([CH3:16])[CH3:18])[CH3:20])[CH2:12][CH2:13]1)=[O:15]. Reactants: O=C([O-])O, N#Cc1nc(Cl)cc(Cl)c1N, [Na+], O, O=S(=O)(O)O. Yields the product Nc1c(Cl)cc(Cl)nc1C(=O)O. Reaction SMILES: [C:13]([O-:14])([OH:15])=[O:16].[NH2:1][c:2]1[c:3]([C:10]#[N:11])[n:4][c:5]([Cl:9])[cH:6][c:7]1[Cl:8].[Na+:17].[OH2:12].[S:18](=[O:19])(=[O:20])([OH:21])[OH:22]>>[NH2:1][c:2]1[c:3]([C:13]([OH:14])=[O:16])[n:4][c:5]([Cl:9])[cH:6][c:7]1[Cl:8]. Starting materials: OC1(CC(C2=C(O1)C(=C1CCCCC1=C2)CCC)=O)C(=O)OCC (ethyl 2,3,6,7,8,9-hexahydro-2-hydroxy-4-oxo-10-propyl-4H-naphtho[2,3-b]pyran-2-carboxylate), Cl (HCl). The solvent is C(C)O (ethanol). The product is O=C1C2=C(OC(=C1)C(=O)OCC)C(=C1CCCCC1=C2)CCC (Ethyl 6,7,8,9-tetrahydro-4-oxo-10-propyl-4H-naphtho[2,3-b]pyran-2-carboxylate). RXN SMILES: O[C:2]1([C:20]([O:22][CH2:23][CH3:24])=[O:21])[O:7][C:6]2[C:8]([CH2:16][CH2:17][CH3:18])=[C:9]3[C:14](=[CH:15][C:5]=2[C:4](=[O:19])[CH2:3]1)[CH2:13][CH2:12][CH2:11][CH2:10]3.Cl>C(O)C>[O:19]=[C:4]1[CH:3]=[C:2]([C:20]([O:22][CH2:23][CH3:24])=[O:21])[O:7][C:6]2[C:8]([CH2:16][CH2:17][CH3:18])=[C:9]3[C:14](=[CH:15][C:5]1=2)[CH2:13][CH2:12][CH2:11][CH2:10]3. Procedure: The product of step (a) (1 g) in ethanol (50 ml) containing concentrated HCl (1 ml) was heated under reflux for 4 hours. Evaporation of the resulting solution to a volume of 20 mls caused the chromone ester, identical to that of Example 1(d) to crystallise. Reaction SMILES: [CH3:1][O:2][CH:3]([CH2:6][OH:7])[CH2:4][OH:5].Br[CH2:9][CH2:10][CH2:11][CH2:12][CH2:13][CH2:14][CH2:15][CH2:16][CH2:17][CH2:18][CH2:19][CH2:20][CH2:21][CH2:22][CH3:23].[OH-].[K+].Cl>CS(C)=O.O1CCCC1.O>[CH2:23]([O:5][CH2:4][CH:3]([O:2][CH3:1])[CH2:6][OH:7])[CH2:22][CH2:21][CH2:20][CH2:19][CH2:18][CH2:17][CH2:16][CH2:15][CH2:14][CH2:13][CH2:12][CH2:11][CH2:10][CH3:9] |f:2.3|. Run at time 30 minute. Isolated yield 42.3%. Reactants: Cl (hydrochloric acid), COC(CO)CO (2-methylglycerol), BrCCCCCCCCCCCCCCC (1-bromopentadecane), [OH-].[K+] (KOH). Procedure: In a mixture of 30 ml of dimethyl sulfoxide (DMSO) and 30 ml of tetrahydrofuran (THF) were dissolved 10.9 g of 2-methylglycerol and 10 g of 1-bromopentadecane, and 7.7 g of powdered KOH was added at room temperature. The mixture was stirred vigorously for 30 minutes, refluxed for 3.5 hours, poured into 400 ml of water, neutralized with concentrated hydrochloric acid with ice-cooling, and extracted three times with ethyl acetate. The extract was washed with water, dried and concentrated to drynes... Run in O (water), CS(=O)C (dimethyl sulfoxide), O1CCCC1 (tetrahydrofuran). Product: C(CCCCCCCCCCCCCC)OCC(CO)OC (3-Pentadecyloxy-2-methoxypropan-l-ol). Reaction conditions: time 2 hour. Reactants: NC=1C=C(C=CC1)C1=NN2C(C=CC(=C2)OC)=C1C1=NC(=NC=C1)NC1=CC(=CC=C1)OCCN(C)C (4-[2-(3-Aminophenyl)-6-(methyloxy)pyrazolo[1,5-a]pyridin-3-yl]-N-(3-{[2-(dimethylamino)ethyl]oxy}phenyl)-2-pyrimidinamine), C1CCOC1 (THF), N(=C=O)[C@H](C)C1=CC=CC=C1 ([(1R)-1-isocyanatoethyl]benzene), N(=C=O)[C@H](C)C1=CC=CC=C1 ([(1R)-1-isocyanatoethyl]benzene). Reaction SMILES: [NH2:1][C:2]1[CH:3]=[C:4]([C:8]2[C:18]([C:19]3[CH:24]=[CH:23][N:22]=[C:21]([NH:25][C:26]4[CH:31]=[CH:30][CH:29]=[C:28]([O:32][CH2:33][CH2:34][N:35]([CH3:37])[CH3:36])[CH:27]=4)[N:20]=3)=[C:11]3[CH:12]=[CH:13][C:14]([O:16][CH3:17])=[CH:15][N:10]3[N:9]=2)[CH:5]=[CH:6][CH:7]=1.N([C@@H]([C:43]1[CH:48]=[CH:47][CH:46]=[CH:45][CH:44]=1)C)=C=O.[CH2:49]1[CH2:53][O:52][CH2:51][CH2:50]1>>[CH3:37][N:35]([CH3:36])[CH2:34][CH2:33][O:32][C:28]1[CH:27]=[C:26]([NH:25][C:21]2[N:20]=[C:19]([C:18]3[C:8]([C:4]4[CH:3]=[C:2]([NH:1][C:51]([C:50]5([C:43]6[CH:48]=[CH:47][CH:46]=[CH:45][CH:44]=6)[CH2:49][CH2:53]5)=[O:52])[CH:7]=[CH:6][CH:5]=4)=[N:9][N:10]4[CH:15]=[C:14]([O:16][CH3:17])[CH:13]=[CH:12][C:11]=34)[CH:24]=[CH:23][N:22]=2)[CH:31]=[CH:30][CH:29]=1. Reported procedure: 4-[2-(3-Aminophenyl)-6-(methyloxy)pyrazolo[1,5-a]pyridin-3-yl]-N-(3-{[2-(dimethylamino)ethyl]oxy}phenyl)-2-pyrimidinamine (61 mg, 0.12 mmol) and [(1R)-1-isocyanatoethyl]benzene (34 mg, 0.23 mmol) were combined in THF (2 mL) and stirred for 2 h, after which time additional [(1R)-1-isocyanatoethyl]benzene (10 mg, 0.068 mmol) was added in portions until the reaction was complete by LC/MS. The mixture was absorbed onto silica get and purified by silica gel chromatography to afford the title compound... Yield: 44.0%. The product is CN(CCOC=1C=C(C=CC1)NC1=NC=CC(=N1)C=1C(=NN2C1C=CC(=C2)OC)C=2C=C(C=CC2)NC(=O)C2(CC2)C2=CC=CC=C2)C (N-{3-[3-{2-[(3-{[2-(Dimethylamino)ethyl]oxy}phenyl)amino]-4-pyrimidinyl}-6-(methyloxy)pyrazolo[1,5-a]pyridin-2-yl]phenyl}-1-phenylcyclopropanecarboxamide). The reactants are ClCCCl, C1CCOC1, COC(=O)c1ccccc1OCCN1CCCC1, Cl, [Li+], CN(C)C=O, [OH-], O, O, On1nnc2ccccc21, Nc1c[nH]nc1-c1nc2ccccc2[nH]1. Product: O=C(Nc1c[nH]nc1-c1nc2ccccc2[nH]1)c1ccccc1OCCN1CCCC1. Reaction SMILES: [CH2:37]([Cl:38])[CH2:39][Cl:40].[CH2:51]1[O:52][CH2:53][CH2:54][CH2:55]1.[CH3:1][O:2][C:3]([c:4]1[c:5]([O:10][CH2:11][CH2:12][N:13]2[CH2:14][CH2:15][CH2:16][CH2:17]2)[cH:6][cH:7][cH:8][cH:9]1)=[O:18].[ClH:21].[Li+:19].[O:58]=[CH:59][N:60]([CH3:61])[CH3:62].[OH-:20].[OH2:56].[OH2:57].[OH:41][n:42]1[c:43]2[c:44]([cH:45][cH:46][cH:47][cH:48]2)[n:49][n:50]1.[nH:22]1[c:23](-[c:31]2[n:32][nH:33][cH:34][c:35]2[NH2:36])[n:24][c:25]2[c:26]1[cH:27][cH:28][cH:29][cH:30]2>>[C:3]([c:4]1[c:5]([O:10][CH2:11][CH2:12][N:13]2[CH2:14][CH2:15][CH2:16][CH2:17]2)[cH:6][cH:7][cH:8][cH:9]1)(=[O:18])[NH:36][c:35]1[c:31](-[c:23]2[n:22][c:26]3[c:25]([nH:24]2)[cH:30][cH:29][cH:28][cH:27]3)[n:32][nH:33][cH:34]1.